Dataset: the Open Reaction Database (ORD), a public repository of structured organic reaction records. Task: describe an organic reaction: reactants, conditions, products, and yield Starting materials: BrB(Br)Br, CO, COc1ccc2nccc(CN3C(=O)N(c4ccc(OC(F)(F)F)cc4)C(=O)C3(C)C)c2c1, ClCCl, [Na+], O=C([O-])O, O. Product: CC1(C)C(=O)N(c2ccc(OC(F)(F)F)cc2)C(=O)N1Cc1ccnc2ccc(O)cc12. RXN SMILES: [B:1]([Br:2])([Br:3])[Br:4].[CH3:38][OH:39].[CH3:5][C:6]1([CH3:37])[C:7](=[O:36])[N:8]([c:25]2[cH:26][cH:27][c:28]([O:31][C:32]([F:33])([F:34])[F:35])[cH:29][cH:30]2)[C:9](=[O:24])[N:10]1[CH2:11][c:12]1[cH:13][cH:14][n:15][c:16]2[cH:17][cH:18][c:19]([O:22][CH3:23])[cH:20][c:21]12.[Cl:45][CH2:46][Cl:47].[Na+:44].[O-:40][C:41]([OH:42])=[O:43].[OH2:48]>>[CH3:5][C:6]1([CH3:37])[C:7](=[O:36])[N:8]([c:25]2[cH:26][cH:27][c:28]([O:31][C:32]([F:33])([F:34])[F:35])[cH:29][cH:30]2)[C:9](=[O:24])[N:10]1[CH2:11][c:12]1[cH:13][cH:14][n:15][c:16]2[cH:17][cH:18][c:19]([OH:22])[cH:20][c:21]12. RXN SMILES: [CH:12]12[CH2:13][NH:14][CH2:15][CH:16]([CH2:17][CH2:18]1)[O:19]2.[ClH:11].[Na+:21].[OH-:20].[OH2:22].[c:1]1([CH2:7][C:8](=[O:9])[Cl:10])[cH:2][cH:3][cH:4][cH:5][cH:6]1>>[c:1]1([CH2:7][C:8](=[O:9])[N:14]2[CH2:13][CH:12]3[CH2:18][CH2:17][CH:16]([CH2:15]2)[O:19]3)[cH:2][cH:3][cH:4][cH:5][cH:6]1. Product: O=C(Cc1ccccc1)N1CC2CCC(C1)O2. The reactants are C1CC2CNCC1O2, Cl, [Na+], [OH-], O, O=C(Cl)Cc1ccccc1.